This data is from the Open Reaction Database (ORD), a public repository of structured organic reaction records. The task is: describe an organic reaction: reactants, conditions, products, and yield Reactants: C(=O)([O-])[O-].[Cs+].[Cs+] (Cs2CO3), (S/R)-6-bromo-2-((R/S)-tetrahydro-2H-pyran-3-yl)chroman-4-one, FC=1C=C(C=C(C1)F)B(O)O (3,5-difluorophenylboronic acid), O1CCOCC1 (dioxane), N#N (N2). Reagents/catalysts: Cl[Pd]([P](C1=CC=CC=C1)(C2=CC=CC=C2)C3=CC=CC=C3)([P](C4=CC=CC=C4)(C5=CC=CC=C5)C6=CC=CC=C6)Cl (PdCl2(PPh3)2). Run in O (H2O). The product is O1CCC(C2=CC=CC=C12)=O (chroman-4-one). RXN SMILES: [C:1]([O-:4])([O-])=O.[Cs+].[Cs+].F[C:8]1[CH:9]=[C:10](B(O)O)[CH:11]=[C:12](F)[CH:13]=1.[O:18]1CCO[CH2:20][CH2:19]1.N#N>Cl[Pd](Cl)([P](C1C=CC=CC=1)(C1C=CC=CC=1)C1C=CC=CC=1)[P](C1C=CC=CC=1)(C1C=CC=CC=1)C1C=CC=CC=1.O>[O:18]1[C:12]2[C:13](=[CH:8][CH:9]=[CH:10][CH:11]=2)[C:1](=[O:4])[CH2:20][CH2:19]1 |f:0.1.2,^1:28,47|. Reported procedure: To a 10 mL CEM microwave test tube was charged with Cs2CO3 (391 mg, 1.20 mmol), PdCl2(PPh3)2 (30 mg, 0.04 mmol), (S/R)-6-bromo-2-((R/S)-tetrahydro-2H-pyran-3-yl)chroman-4-one (185.7 mg, 0.60 mmol), 3,5-difluorophenylboronic acid (142 mg, 0.90 mmol), dioxane (3 mL) and H2O (0.3 mL), the system was swept with N2 and capped, and heated in a CEM microwave reactor at 100 C for 8 min. Another tube charged with the same amount of reagents and starting material was repeated the same reaction at the same... The reactants are Cl (hydrochloric acid), aqueous solution, [OH-].[Na+] (sodium hydroxide), FC1=C(C=CC=C1)C(C(=O)OC)(C)C (methyl 2-(2-fluorophenyl)-2-methylpropionate). Run in CO (methanol). Conditions: temperature 80 celsius, time 3 hour. The product is FC1=C(C=CC=C1)C(C(=O)O)(C)C (2-(2-fluorophenyl)-2-methylpropionic acid). The yield is 91.3%. As a reaction SMILES: [OH-].[Na+].[F:3][C:4]1[CH:9]=[CH:8][CH:7]=[CH:6][C:5]=1[C:10]([CH3:16])([CH3:15])[C:11]([O:13]C)=[O:12].Cl>CO>[F:3][C:4]1[CH:9]=[CH:8][CH:7]=[CH:6][C:5]=1[C:10]([CH3:16])([CH3:15])[C:11]([OH:13])=[O:12] |f:0.1|. Reported procedure: A 5 N aqueous solution of sodium hydroxide (10 mL) was added to a solution of methyl 2-(2-fluorophenyl)-2-methylpropionate (1.357 g) in methanol (10 mL), and the reaction solution was stirred at 80° C. for 3 hours. The reaction solution was returned to room temperature, made acidic with 5 N hydrochloric acid, and then extracted with ethyl acetate. The resulting organic layer was dried over magnesium sulfate, and the solvent was evaporated under reduced pressure to obtain 1.15 g of the title comp... The reactants are O=C(n1ccnc1)n1ccnc1, C1CCOC1, Nc1ccc(Cl)cc1C(O)(C#CC1CC1)C(F)(F)F. As a reaction SMILES: [C:20](=[O:21])([n:22]1[cH:23][cH:24][n:25][cH:26]1)[n:27]1[cH:28][cH:29][n:30][cH:31]1.[CH2:32]1[O:33][CH2:34][CH2:35][CH2:36]1.[NH2:1][c:2]1[c:3]([C:9]([C:10]([F:11])([F:12])[F:13])([C:14]#[C:15][CH:16]2[CH2:17][CH2:18]2)[OH:19])[cH:4][c:5]([Cl:8])[cH:6][cH:7]1>>[NH:1]1[c:2]2[c:3]([cH:4][c:5]([Cl:8])[cH:6][cH:7]2)[C:9]([C:10]([F:11])([F:12])[F:13])([C:14]#[C:15][CH:16]2[CH2:17][CH2:18]2)[O:19][C:20]1=[O:21]. Yields the product O=C1Nc2ccc(Cl)cc2C(C#CC2CC2)(C(F)(F)F)O1. Reactants: CSC(=C(C#N)C#N)SC (3,3-bis-methylmercapto-2-cyano-acrylonitrile), NC=1C=NC=CC1 (3-amino-pyridine). The solvent is C1(=CC=CC=C1)C (toluene). Run at temperature 60 celsius, time 18 hour. Product: C(#N)C(C#N)=C(NC=1C=NC=CC1)SC (2-cyano-3-methylmercapto-3-(3-pyridylamino)-acrylonitrile). Reaction SMILES: CS[C:3]([S:9][CH3:10])=[C:4]([C:7]#[N:8])[C:5]#[N:6].[NH2:11][C:12]1[CH:13]=[N:14][CH:15]=[CH:16][CH:17]=1>C1(C)C=CC=CC=1>[C:5]([C:4](=[C:3]([S:9][CH3:10])[NH:11][C:12]1[CH:13]=[N:14][CH:15]=[CH:16][CH:17]=1)[C:7]#[N:8])#[N:6]. Procedure details: A mixture of 11 g (64.6 mmol) of 3,3-bis-methylmercapto-2-cyano-acrylonitrile, 6 g (63.75 mmol) of 3-amino-pyridine and 50 ml of toluene is stirred at 60° C. for 18 hours. Filtration of the reaction mixture while still warm and washing of the filter residue with toluene yield 2-cyano-3-methylmercapto-3-(3-pyridylamino)-acrylonitrile; m.p. 180-181° C. The reactants are C(C)(C)(CC)C(CNC(=O)C=1C=C(C=C(C1)C(NCC(COC1=CC=C(C=C1)C(C)(C)CC)C(C)(C)CC)=O)S(=O)(=O)Cl)COC1=CC=C(C=C1)C(C)(C)CC (3,5-di-(2,4-di-tert-amylphenoxypropylcarbamoyl)benzenesulfonyl chloride), resultant mixture, S(=O)([O-])[O-].[Na+].[Na+] (sodium sulfite), C(O)([O-])=O.[Na+] (sodium hydrogen carbonate), O (water). The solvent is C(C)#N (acetonitrile), C(C)#N (acetonitrile). Conditions: temperature 30 celsius. Product: C(C)(C)(CC)C(CNC(=O)C=1C=C(C=C(C1)C(NCC(COC1=CC=C(C=C1)C(C)(C)CC)C(C)(C)CC)=O)S(=O)[O-])COC1=CC=C(C=C1)C(C)(C)CC.[Na+] (sodium 3,5-di-(2,4-di-tert-amylphenoxypropylcarbamoyl)benzenesulfinate). Yield: 82.8%. Reaction SMILES: S([O-])([O-])=O.[Na+:5].[Na+].C(=O)([O-])O.[Na+].O.[C:13]([CH:18]([CH2:56][O:57][C:58]1[CH:63]=[CH:62][C:61]([C:64]([CH2:67][CH3:68])([CH3:66])[CH3:65])=[CH:60][CH:59]=1)[CH2:19][NH:20][C:21]([C:23]1[CH:24]=[C:25]([S:52](Cl)(=[O:54])=[O:53])[CH:26]=[C:27]([C:29](=[O:51])[NH:30][CH2:31][CH:32]([C:46]([CH2:49][CH3:50])([CH3:48])[CH3:47])[CH2:33][O:34][C:35]2[CH:40]=[CH:39][C:38]([C:41]([CH2:44][CH3:45])([CH3:43])[CH3:42])=[CH:37][CH:36]=2)[CH:28]=1)=[O:22])([CH2:16][CH3:17])([CH3:15])[CH3:14]>C(#N)C>[C:13]([CH:18]([CH2:56][O:57][C:58]1[CH:59]=[CH:60][C:61]([C:64]([CH2:67][CH3:68])([CH3:65])[CH3:66])=[CH:62][CH:63]=1)[CH2:19][NH:20][C:21]([C:23]1[CH:24]=[C:25]([S:52]([O-:54])=[O:53])[CH:26]=[C:27]([C:29](=[O:51])[NH:30][CH2:31][CH:32]([C:46]([CH2:49][CH3:50])([CH3:47])[CH3:48])[CH2:33][O:34][C:35]2[CH:40]=[CH:39][C:38]([C:41]([CH2:44][CH3:45])([CH3:43])[CH3:42])=[CH:37][CH:36]=2)[CH:28]=1)=[O:22])([CH2:16][CH3:17])([CH3:14])[CH3:15].[Na+:5] |f:0.1.2,3.4,8.9|. Procedure: To 2 g (0.016 mol) of sodium sulfite and 2.4 g (0.029 mol) of sodium hydrogen carbonate were added 100 ml of water and 20 ml of acetonitrile and the mixture was stirred at 30° C. To the mixture was added dropwise a solution of 10.5 g (0.013 mol) of 3,5-di-(2,4-di-tert-amylphenoxypropylcarbamoyl)benzenesulfonyl chloride obtained in the aforesaid step dissolved in 100 ml of acetonitrile. After stirring the resultant mixture for one hour, the reaction mixture was poured onto ice water and extracted... Starting materials: COC(=O)C(C)Oc1ccc(CNC(=O)c2cccnc2Oc2ccc3nonc3c2)c(F)c1, COC(=O)COc1ccc(CNC(=O)c2cccnc2Oc2ccc3c(c2)OCO3)c(F)c1. Product: CC(Oc1ccc(CNC(=O)c2cccnc2Oc2ccc3nonc3c2)c(F)c1)C(=O)O. RXN SMILES: [CH3:1][O:2][C:3]([CH:4]([CH3:5])[O:6][c:7]1[cH:8][c:9]([F:33])[c:10]([CH2:13][NH:14][C:15](=[O:16])[c:17]2[c:18]([O:23][c:24]3[cH:25][c:26]4[c:27]([n:28][o:29][n:30]4)[cH:31][cH:32]3)[n:19][cH:20][cH:21][cH:22]2)[cH:11][cH:12]1)=[O:34].[CH3:35][O:36][C:37](=[O:38])[CH2:39][O:40][c:41]1[cH:42][cH:43][c:44]([CH2:45][NH:46][C:47]([c:48]2[c:49]([O:50][c:51]3[cH:52][cH:53][c:54]4[c:58]([cH:59]3)[O:57][CH2:56][O:55]4)[n:60][cH:61][cH:62][cH:63]2)=[O:64])[c:65]([F:66])[cH:67]1>>[O:2]=[C:3]([CH:4]([CH3:5])[O:6][c:7]1[cH:8][c:9]([F:33])[c:10]([CH2:13][NH:14][C:15](=[O:16])[c:17]2[c:18]([O:23][c:24]3[cH:25][c:26]4[c:27]([n:28][o:29][n:30]4)[cH:31][cH:32]3)[n:19][cH:20][cH:21][cH:22]2)[cH:11][cH:12]1)[OH:34]. Reactants: COC(=O)C1=NC=C(C=C1)NCC1=CC(=CC=C1)Cl (5-(m-chlorobenzylamino)-pyridine-2-carboxylic acid methyl ester), [H-].[Na+] (sodium hydride), Cl (hydrochloric acid), ClC=1C=C(CCl)C=CC1 (m-chlorobenzyl chloride). Run in CN(C=O)C (dimethylformamide), CN(C=O)C (dimethylformamide). Product: COC(=O)C1=NC=C(C=C1)N(CC1=CC(=CC=C1)Cl)CC1=CC(=CC=C1)Cl (5-[di-(m-chlorobenzyl)-amino]-pyridine-2-carboxylic acid methyl ester). As a reaction SMILES: [CH3:1][O:2][C:3]([C:5]1[CH:10]=[CH:9][C:8]([NH:11][CH2:12][C:13]2[CH:18]=[CH:17][CH:16]=[C:15]([Cl:19])[CH:14]=2)=[CH:7][N:6]=1)=[O:4].[H-].[Na+].[Cl:22][C:23]1[CH:24]=[C:25]([CH:28]=[CH:29][CH:30]=1)[CH2:26]Cl.Cl>CN(C)C=O>[CH3:1][O:2][C:3]([C:5]1[CH:10]=[CH:9][C:8]([N:11]([CH2:26][C:25]2[CH:28]=[CH:29][CH:30]=[C:23]([Cl:22])[CH:24]=2)[CH2:12][C:13]2[CH:18]=[CH:17][CH:16]=[C:15]([Cl:19])[CH:14]=2)=[CH:7][N:6]=1)=[O:4] |f:1.2|. Procedure details: To the solution of 1.38 g of 5-(m-chlorobenzylamino)-pyridine-2-carboxylic acid methyl ester in 15 ml of dimethylformamide, 0.12 g of sodium hydride in 2 ml of dimethylformamide are added and the mixture is stirred several minutes. Then 0.97 g of m-chlorobenzyl chloride are added and the mixture is stirred at room temperature for 18 hours. It is made acidic with diluted hydrochloric acid and extracted with diethyl ether. The extract is washed with 10% aqueous potassium bicarbonate and water, dri... The reactants are C1CCOC1, CO, CCOC(=O)c1ncc(O)c2c1CCN(Cc1ccc(F)c(Cl)c1)C2=O, Cl, [Li+], [OH-], O. The product is O=C(O)c1ncc(O)c2c1CCN(Cc1ccc(F)c(Cl)c1)C2=O. As a reaction SMILES: [CH2:30]1[O:31][CH2:32][CH2:33][CH2:34]1.[CH3:35][OH:36].[Cl:1][c:2]1[cH:3][c:4]([CH2:5][N:6]2[C:7](=[O:22])[c:8]3[c:9]([OH:21])[cH:10][n:11][c:12]([C:16](=[O:17])[O:18][CH2:19][CH3:20])[c:13]3[CH2:14][CH2:15]2)[cH:23][cH:24][c:25]1[F:26].[ClH:29].[Li+:28].[OH-:27].[OH2:37]>>[Cl:1][c:2]1[cH:3][c:4]([CH2:5][N:6]2[C:7](=[O:22])[c:8]3[c:9]([OH:21])[cH:10][n:11][c:12]([C:16](=[O:17])[OH:18])[c:13]3[CH2:14][CH2:15]2)[cH:23][cH:24][c:25]1[F:26]. The reactants are ClC1=C2C(=NC(=N1)N)NN=C2 (4-chloro-1H-pyrazolo[3,4-d]pyrimidin-6-ylamine), Cl.ClCC1=NC=C(C(=C1C)OC)C (2-chloromethyl-4-methoxy-3,5-dimethyl-pyridine hydrochloride), C(=O)([O-])[O-].[K+].[K+] (K2CO3), CN(C)C=O (DMF). Run in CCOC(=O)C (EtOAc). Reaction conditions: temperature 80 celsius. The product is ClC1=C2C(=NC(=N1)N)N(N=C2)CC2=NC=C(C(=C2C)OC)C (4-Chloro-1-(4-methoxy-3,5-dimethyl-pyridin-2-ylmethyl)-1H-pyrazolo[3,4-d]pyrimidin-6-ylamine). Isolated yield 17.2%. Reaction SMILES: [Cl:1][C:2]1[N:7]=[C:6]([NH2:8])[N:5]=[C:4]2[NH:9][N:10]=[CH:11][C:3]=12.Cl.Cl[CH2:14][C:15]1[C:20]([CH3:21])=[C:19]([O:22][CH3:23])[C:18]([CH3:24])=[CH:17][N:16]=1.C([O-])([O-])=O.[K+].[K+].CN(C=O)C>CCOC(C)=O>[Cl:1][C:2]1[N:7]=[C:6]([NH2:8])[N:5]=[C:4]2[N:9]([CH2:14][C:15]3[C:20]([CH3:21])=[C:19]([O:22][CH3:23])[C:18]([CH3:24])=[CH:17][N:16]=3)[N:10]=[CH:11][C:3]=12 |f:1.2,3.4.5|. Reported procedure: A mixture of 4-chloro-1H-pyrazolo[3,4-d]pyrimidin-6-ylamine (1.76 g), 2-chloromethyl-4-methoxy-3,5-dimethyl-pyridine hydrochloride (3.70 g), K2CO3 (5.17 g), and DMF (20 ml) was heated to 80° C. for 30 min, diluted with EtOAc, washed with water and brine, concentrated, and purified by flash chromatography to give the title compound as a white solid (0.57 g). R.t. 4.46 min. 1H-NMR (CDCl3) δ 8.10 (s, 1H), 7.89 (s, 1H), 5.53 (2H), 5.24 (br. s, 2H), 3.74 (s, 3H), 2.27 (s, 3H), 2.22 (s, 3H). Starting materials: FC(C1=CC=C(C=C1)N1N=C(C2=CC=CC=C12)C1CCNCC1)(F)F (1-[4-(trifluoromethyl)phenyl]-3-(4-piperidinyl)-1H-indazole), C1(=CC=CC=C1)N=C=O (phenyl isocyanate). The solvent is C1(=CC=CC=C1)C (toluene). RXN SMILES: FC(F)(F)C1C=CC(N2C3C(=CC=CC=3)C([CH:18]3[CH2:23][CH2:22][NH:21][CH2:20][CH2:19]3)=N2)=CC=1.C1([N:32]=[C:33]=[O:34])C=CC=CC=1>C1(C)C=CC=CC=1>[N:21]1([C:33]([NH2:32])=[O:34])[CH2:20][CH2:19][CH2:18][CH2:23][CH2:22]1. Procedure: A stirred mixture of 4-[1-[4-(trifluoromethyl)phenyl]-1H-indazol-3-yl]piperidine-1-carbonitrile of Example 77 (15 g, 0.041 moles) and 25% H2SO4 (100 ml) was refluxed for 20 hours. The mixture was cooled, poured into H2O, and basified with a 25% NaOH solution. The product was extracted (dichloromethane), dried (MgSO4), and concentrated to yield 13 g (93%) of 1-[4-(trifluoromethyl)phenyl]-3-(4-piperidinyl)-1H-indazole as an oil. To a stirred suspension of the indazole (4.0 g, 0.012 moles) in tolue... The product is N1(CCCCC1)C(=O)N (piperidine-1-carboxamide).